This data is from the Open Reaction Database (ORD), a public repository of structured organic reaction records. The task is: describe an organic reaction: reactants, conditions, products, and yield Starting materials: ClC1=C2C(=NC=C1[N+](=O)[O-])SC=C2 (4-Chloro-5-nitrothieno[2,3-b]pyridine), N (ammonia). Solvent: CC(C)O (2-propanol). The product is NC1=C2C(=NC=C1[N+](=O)[O-])SC=C2 (4-Amino-5-nitrothieno[2,3-b]pyridine). Isolated yield 87.0%. RXN SMILES: Cl[C:2]1[C:7]([N+:8]([O-:10])=[O:9])=[CH:6][N:5]=[C:4]2[S:11][CH:12]=[CH:13][C:3]=12.[NH3:14]>CC(O)C>[NH2:14][C:2]1[C:7]([N+:8]([O-:10])=[O:9])=[CH:6][N:5]=[C:4]2[S:11][CH:12]=[CH:13][C:3]=12. Procedure details: To a stirred suspension of 3.35 g of 4-chloro-5-nitrothieno[2,3-b]pyridine 7 in 160 ml of 2-propanol is introduced excess amount of anhydrous ammonia at 45°-50° C. during 4 hours. After removal of the solvent, the residue is suspended in water. The solid is washed with water and cold ether, affording 2.65 g (87%) of Compound 8 as crystals. Recrystallization from methanol-ether gives a pure sample melting at 227°-228.5° C. Reactants: CC(C)(C)OC(=O)NC(C)(C)C(=O)O, CN1CCOCC1, CCN=C=NCCCN(C)C, CNC(=O)C(Cc1ccc2ccccc2c1)N1CCN(C(=O)C(N)Cc2ccc(F)cc2)C(CC2CC2)C1=O, CN(C)C=O, On1nnc2ccccc21. Yields the product CNC(=O)C(Cc1ccc2ccccc2c1)N1CCN(C(=O)C(Cc2ccc(F)cc2)NC(=O)C(C)(C)NC(=O)OC(C)(C)C)C(CC2CC2)C1=O. RXN SMILES: [C:40]([CH3:41])([CH3:42])([CH3:43])[O:44][C:45](=[O:46])[NH:47][C:48]([C:49](=[O:50])[OH:51])([CH3:52])[CH3:53].[CH3:64][N:65]1[CH2:66][CH2:67][O:68][CH2:69][CH2:70]1.[CH3:71][N:72]([CH3:73])[CH2:74][CH2:75][CH2:76][N:77]=[C:78]=[N:79][CH2:80][CH3:81].[NH2:1][CH:2]([C:3](=[O:4])[N:5]1[CH:6]([CH2:28][CH:29]2[CH2:30][CH2:31]2)[C:7](=[O:27])[N:8]([CH:11]([C:12](=[O:13])[NH:14][CH3:15])[CH2:16][c:17]2[cH:18][c:19]3[cH:20][cH:21][cH:22][cH:23][c:24]3[cH:25][cH:26]2)[CH2:9][CH2:10]1)[CH2:32][c:33]1[cH:34][cH:35][c:36]([F:39])[cH:37][cH:38]1.[O:82]=[CH:83][N:84]([CH3:85])[CH3:86].[OH:54][n:55]1[c:56]2[cH:57][cH:58][cH:59][cH:60][c:61]2[n:62][n:63]1>>[NH:1]([CH:2]([C:3](=[O:4])[N:5]1[CH:6]([CH2:28][CH:29]2[CH2:30][CH2:31]2)[C:7](=[O:27])[N:8]([CH:11]([C:12](=[O:13])[NH:14][CH3:15])[CH2:16][c:17]2[cH:18][c:19]3[cH:20][cH:21][cH:22][cH:23][c:24]3[cH:25][cH:26]2)[CH2:9][CH2:10]1)[CH2:32][c:33]1[cH:34][cH:35][c:36]([F:39])[cH:37][cH:38]1)[C:49]([C:48]([NH:47][C:45]([O:44][C:40]([CH3:41])([CH3:42])[CH3:43])=[O:46])([CH3:52])[CH3:53])=[O:50]. Starting materials: BrB(Br)Br, COC(=O)C1(c2onc(-c3ccc(OC)cc3)c2-c2ccccc2)CC1, ClCCl. Product: COC(=O)C1(c2onc(-c3ccc(O)cc3)c2-c2ccccc2)CC1. RXN SMILES: [B:1]([Br:2])([Br:3])[Br:4].[CH3:5][O:6][C:7](=[O:8])[C:9]1([c:12]2[c:13](-[c:25]3[cH:26][cH:27][cH:28][cH:29][cH:30]3)[c:14](-[c:17]3[cH:18][cH:19][c:20]([O:23][CH3:24])[cH:21][cH:22]3)[n:15][o:16]2)[CH2:10][CH2:11]1.[Cl:31][CH2:32][Cl:33]>>[CH3:5][O:6][C:7](=[O:8])[C:9]1([c:12]2[c:13](-[c:25]3[cH:26][cH:27][cH:28][cH:29][cH:30]3)[c:14](-[c:17]3[cH:18][cH:19][c:20]([OH:23])[cH:21][cH:22]3)[n:15][o:16]2)[CH2:10][CH2:11]1. Starting materials: Example 1.001 ( g ), ClC1=NC=2N(C(=C1)Cl)N=C(C2)C=2C(=NC1=CC=CC=C1N2)C (3-(5,7-dichloropyrazolo[1,5-a]pyrimidin-2-yl)-2-methylquinoxaline), CNC1CCOCC1 (N-methyl-4-aminotetrahydropyran). Product: ClC1=CC=2N(C(=N1)N(C1CCOCC1)C)N=C(C2)C2=NC1=CC=CC=C1N=C2C (5-chloro-N-methyl-2-(3-methylquinoxalin-2-yl)-N-(tetrahydro-2H-pyran-4-yl)pyrazolo[1,5-c]pyrimidin-7-amine). Reaction SMILES: [Cl:1][C:2]1[CH:7]=[C:6](Cl)[N:5]2[N:9]=[C:10]([C:12]3[C:13]([CH3:22])=[N:14][C:15]4[C:20]([N:21]=3)=[CH:19][CH:18]=[CH:17][CH:16]=4)[CH:11]=[C:4]2[N:3]=1.[CH3:23][NH:24][CH:25]1[CH2:30][CH2:29][O:28][CH2:27][CH2:26]1>>[Cl:1][C:2]1[N:3]=[C:4]([N:24]([CH3:23])[CH:25]2[CH2:30][CH2:29][O:28][CH2:27][CH2:26]2)[N:5]2[N:9]=[C:10]([C:12]3[C:13]([CH3:22])=[N:14][C:15]4[C:20](=[CH:19][CH:18]=[CH:17][CH:16]=4)[N:21]=3)[CH:11]=[C:6]2[CH:7]=1. Procedure details: The preparation was performed in a similar manner as Example 1.001 (g) from 3-(5,7-dichloropyrazolo[1,5-a]pyrimidin-2-yl)-2-methylquinoxaline (200 mg, 0.606 mmol) and N-methyl-4-aminotetrahydropyran (84 mg, 0.729 mmol) to give 5-chloro-N-methyl-2-(3-methylquinoxalin-2-yl)-N-(tetrahydro-2H-pyran-4-yl)pyrazolo[1,5-c]pyrimidin-7-amine. MS (APCI): m/z 409/411 (M+H). Starting materials: [H][H] (hydrogen), C(C1=CC=CC=C1)OCC=CC[C@H](C(=O)OC)C[C@@H](OC)C1=CC=C(C=C1)F ((S)-methyl 6-(benzyloxy)-2-((R)-2-(4-fluorophenyl)-2-methoxyethyl)hex-4-enoate). The reagents and catalysts are [Pd] (Pd/C). Run in CCO (EtOH). Yields the product FC1=CC=C(C=C1)[C@@H](C[C@@H](C(=O)OC)CCCCO)OC ((S)-methyl 2-((R)-2-(4-fluorophenyl)-2-methoxyethyl)-6-hydroxyhexanoate). Reaction SMILES: C([O:8][CH2:9][CH:10]=[CH:11][CH2:12][C@@H:13]([CH2:18][C@H:19]([C:22]1[CH:27]=[CH:26][C:25]([F:28])=[CH:24][CH:23]=1)[O:20][CH3:21])[C:14]([O:16][CH3:17])=[O:15])C1C=CC=CC=1.[H][H]>[Pd].CCO>[F:28][C:25]1[CH:26]=[CH:27][C:22]([C@H:19]([O:20][CH3:21])[CH2:18][C@H:13]([CH2:12][CH2:11][CH2:10][CH2:9][OH:8])[C:14]([O:16][CH3:17])=[O:15])=[CH:23][CH:24]=1. Procedure: (S)-methyl 6-(benzyloxy)-2-((R)-2-(4-fluorophenyl)-2-methoxyethyl)hex-4-enoate (494 mg, 1.2 mmol) was dissolved into 5 mL EtOH and to it added 10% Pd/C (450 mg). The solution was saturated with H2 (stream of H2 bubbled through solution) and then stirred for 3 h at room temperature under one atmosphere of hydrogen (balloon). The mixture was filtered through a bed of Celite and rinsed with ethyl acetate. The solvent was removed under reduced pressure and the crude product used directly in the next... The reactants are C1(=CC=CC=C1)P(C1=CC=CC=C1)C1=CC=CC=C1 (triphenylphosphine), N(=NC(=O)OCC)C(=O)OCC (diethyl azodicarboxylate), C(C)(C)(C)OC(=O)NCCO (N-t-butoxycarbonyl ethanolamine), OC1=NOC2=C1C=CC=C2 (3-hydroxy-1,2-benzisoxazole). The solvent is O1CCCC1 (tetrahydrofuran). Conditions: temperature 5 celsius. Yields the product C(C)(C)(C)OC(=O)NCCOC1=NOC2=C1C=CC=C2 (3-(2-(N-t-Butoxycarbonylamino)ethoxy)-1,2-benzisoxazole). Isolated yield 68.9%. Reaction SMILES: C1(P(C2C=CC=CC=2)C2C=CC=CC=2)C=CC=CC=1.N(C(OCC)=O)=NC(OCC)=O.[OH:32][C:33]1[C:37]2[CH:38]=[CH:39][CH:40]=[CH:41][C:36]=2[O:35][N:34]=1.[C:42]([O:46][C:47]([NH:49][CH2:50][CH2:51]O)=[O:48])([CH3:45])([CH3:44])[CH3:43]>O1CCCC1>[C:42]([O:46][C:47]([NH:49][CH2:50][CH2:51][O:32][C:33]1[C:37]2[CH:38]=[CH:39][CH:40]=[CH:41][C:36]=2[O:35][N:34]=1)=[O:48])([CH3:45])([CH3:44])[CH3:43]. Reported procedure: To a solution of triphenylphosphine (0.95 g) in tetrahydrofuran (20 ml) was added diethyl azodicarboxylate (0.63 g) with stirring at 5° C., then stirred at the same temperature for 15 minutes. To a reaction mixture, 3-hydroxy-1,2-benzisoxazole (0.45 g) was added and stirred for 15 minutes, then N-t-butoxycarbonyl ethanolamine (0.53 g) was added and the mixture stirred at room temperature for 24 hour. The solvent was evaporated under reduced pressure and residue was purified by silica gel column ... Starting materials: BrBr (bromine), C(C)(=O)[O-].[Na+] (sodium acetate), ClC=1C=CC(=NC1)OCC (5-chloro-2-ethoxy-pyridine). Run in C(C)(=O)O (acetic acid), C(C)(=O)O (acetic acid), C(C)(=O)O (acetic acid). Product: BrC=1C(=NC=C(C1)Cl)OCC (3-bromo-5-chloro-2-ethoxy-pyridine). Yield: 40833.3%. As a reaction SMILES: C([O-])(=O)C.[Na+].[Cl:6][C:7]1[CH:8]=[CH:9][C:10]([O:13][CH2:14][CH3:15])=[N:11][CH:12]=1.[Br:16]Br>C(O)(=O)C>[Br:16][C:9]1[C:10]([O:13][CH2:14][CH3:15])=[N:11][CH:12]=[C:7]([Cl:6])[CH:8]=1 |f:0.1|. Procedure: To a solution of 2,5-dichloropyridine (7.0 g, 0.047 mol) in ethanol (44.5 ml) was slowly added a 25% solution of sodium ethoxide in ethanol (13.6 ml, 50 mmol). The reaction mixture was heated to 150° C. for 10 min in a microwave oven. The solvent was evaporated and the residue partitioned between diethyl ether and water. The organic phase was washed with water, brine and dried over anhydrous potassium carbonate. The solvent was evaporated under reduced pressure to give 5-chloro-2-ethoxy-pyridine...